From a dataset of the Open Reaction Database (ORD), a public repository of structured organic reaction records. describe an organic reaction: reactants, conditions, products, and yield The reactants are ClC1=C(C=CC=C1)S(=O)(=O)NC1=NC=CN=C1C1=CC=C(C=C1)CCl (2-chloro-N-{3-[4-(chloromethyl)phenyl]pyrazin-2-yl}benzenesulfonamide), ClC1=C(C=CC=C1)S(=O)(=O)NC1=NC=CN=C1C1=CC=C(C=C1)CCl (2-chloro-N-{3-[4-(chloromethyl)phenyl]pyrazin-2-yl}benzenesulfonamide), CNC1=CC=CC=C1 (N-methyl-aniline). Product: ClC1=C(C=CC=C1)S(=O)(=O)NC1=NC=CN=C1C1=CC=C(C=C1)CN(C1=CC=CC=C1)C (2-chloro-N-[3-(4-{[methyl(phenyl)amino]methyl}phenyl)pyrazin-2-yl]-benzenesulfonamide). Yield: 83.0%. RXN SMILES: [Cl:1][C:2]1[CH:7]=[CH:6][CH:5]=[CH:4][C:3]=1[S:8]([NH:11][C:12]1[C:17]([C:18]2[CH:23]=[CH:22][C:21]([CH2:24]Cl)=[CH:20][CH:19]=2)=[N:16][CH:15]=[CH:14][N:13]=1)(=[O:10])=[O:9].[CH3:26][NH:27][C:28]1[CH:33]=[CH:32][CH:31]=[CH:30][CH:29]=1>>[Cl:1][C:2]1[CH:7]=[CH:6][CH:5]=[CH:4][C:3]=1[S:8]([NH:11][C:12]1[C:17]([C:18]2[CH:19]=[CH:20][C:21]([CH2:24][N:27]([CH3:26])[C:28]3[CH:33]=[CH:32][CH:31]=[CH:30][CH:29]=3)=[CH:22][CH:23]=2)=[N:16][CH:15]=[CH:14][N:13]=1)(=[O:10])=[O:9]. Procedure details: Following the general method as outlined in Example 1 (Method B), starting from 2-chloro-N-{3-[4-(chloromethyl)phenyl]pyrazin-2-yl}benzenesulfonamide (Intermediate 8), and N-methyl-aniline, the title compound was isolated as a yellow solid in 83% yield (99% purity by HPLC). Yields the product CN(C1CCOCC1)CC1=CC=C(C=C1)NC(=O)C=1NC2=CC=CC(=C2C1)OCC(C)C (4-Isobutoxy-1H-indole-2-carboxylic acid (4-{[methyl-(tetrahydro-pyran-4-yl)-amino]-methyl}-phenyl)-amide). Reported procedure: This compound is synthesized analogously to Example 1 from 4-Isobutoxy-1H-indole-2-carboxylic acid 80 (preparation see Example 8) and (4-Amino-benzyl)-methyl-(tetrahydro-pyran-4-yl)-amine (WO9932468). Reaction SMILES: N1(CCN2[CH2:15][CH2:14][CH:13]([NH:16][C:17]([C:19]3[NH:20][C:21]4[C:26]([CH:27]=3)=[C:25]([O:28][CH2:29][CH:30]([CH3:32])[CH3:31])[CH:24]=[CH:23][CH:22]=4)=[O:18])[CH2:12][CH2:11]2)CCCCCC1.NC1C=C[C:37]([CH2:38][N:39]([CH3:46])[CH:40]2[CH2:45][CH2:44][O:43][CH2:42][CH2:41]2)=CC=1>>[CH3:46][N:39]([CH2:38][C:37]1[CH:11]=[CH:12][C:13]([NH:16][C:17]([C:19]2[NH:20][C:21]3[C:26]([CH:27]=2)=[C:25]([O:28][CH2:29][CH:30]([CH3:31])[CH3:32])[CH:24]=[CH:23][CH:22]=3)=[O:18])=[CH:14][CH:15]=1)[CH:40]1[CH2:45][CH2:44][O:43][CH2:42][CH2:41]1. Starting materials: N1(CCCCCC1)CCN1CCC(CC1)NC(=O)C=1NC2=CC=CC(=C2C1)OCC(C)C (4-Isobutoxy-1H-indole-2-carboxylic acid [1-(2-azepan-1-yl-ethyl)-piperidin-4-yl]-amide), NC1=CC=C(CN(C2CCOCC2)C)C=C1 ((4-Amino-benzyl)-methyl-(tetrahydro-pyran-4-yl)-amine). The reactants are C(=O)(OCC)CC1=CC=C(C=C1)NC(C(COS(=O)(=O)C)NS(=O)(=O)C1=CC=C(C=C1)I)=O ((RS)-N-(4-(carbethoxymethyl)phenyl)-2-(4-iodobenzenesulfonylamino)-3-methanesulfonyloxypropanamide), C1(=CC=CC=C1)O (phenol). Product: C(C)OC(=O)CC1=CC=C(C=C1)NC(C(COC1=CC=CC=C1)NS(=O)(=O)C1=CC=C(C=C1)I)=O ((RS)-N-(4-(ethoxycarbonylmethyl)phenyl)-2-(4-iodobenzenesulfonylamino)-3-phenoxypropanamide). The yield is 63.4%. As a reaction SMILES: [C:1]([CH2:6][C:7]1[CH:12]=[CH:11][C:10]([NH:13][C:14](=[O:33])[CH:15]([NH:22][S:23]([C:26]2[CH:31]=[CH:30][C:29]([I:32])=[CH:28][CH:27]=2)(=[O:25])=[O:24])[CH2:16][O:17]S(C)(=O)=O)=[CH:9][CH:8]=1)([O:3][CH2:4][CH3:5])=[O:2].[C:34]1(O)[CH:39]=[CH:38][CH:37]=[CH:36][CH:35]=1>>[CH2:4]([O:3][C:1]([CH2:6][C:7]1[CH:8]=[CH:9][C:10]([NH:13][C:14](=[O:33])[CH:15]([NH:22][S:23]([C:26]2[CH:31]=[CH:30][C:29]([I:32])=[CH:28][CH:27]=2)(=[O:24])=[O:25])[CH2:16][O:17][C:34]2[CH:39]=[CH:38][CH:37]=[CH:36][CH:35]=2)=[CH:11][CH:12]=1)=[O:2])[CH3:5]. Reported procedure: The procedure described in Example 125 was repeated, except that (RS)-N-(4-(carbethoxymethyl)phenyl)-2-(4-iodobenzenesulfonylamino)-3-methanesulfonyloxypropanamide (400 mg) was reacted with phenol (123 mg) to obtain (RS)-N-(4-(ethoxycarbonylmethyl)phenyl)-2-(4-iodobenzenesulfonylamino)-3-phenoxypropanamide (252.62 mg).